The task is: describe an organic reaction: reactants, conditions, products, and yield. This data is from the Open Reaction Database (ORD), a public repository of structured organic reaction records. The reagents and catalysts are [Pd] (palladium on carbon). Run in C(C)O.C(C)(=O)OCC (ethanol ethyl acetate). Starting materials: ClC1=CC=C(OC2=CC=C(C=C2)N2C(O[C@H]([C@@H]2C2=CC(=CC(=C2)F)F)COCC2=CC=CC=C2)=O)C=C1 ((4S,5R)-3-(4-(4-chlorophenoxy)phenyl)-5-((benzyloxy)methyl)-4-(3,5-difluorophenyl)oxazolidin-2-one), [H][H] (hydrogen). Run at time 2 hour. Procedure: The title compound was obtained as a colorless oil from 1-((E)-3-(benzyloxy)prop-1-enyl)-3,5-difluorobenzene by the same method that is described for Example 39. (4S,5R)-3-(4-(4-chlorophenoxy)phenyl)-5-((benzyloxy)methyl)-4-(3,5-difluorophenyl)oxazolidin-2-one (Example 96) was placed into a 25 mL round bottom flask and dissolved in 7 mL ethanol:ethyl acetate (1:1) and treated with palladium on carbon (10% by weight, 73 mg). The vessel was sealed with a rubber septum and charged with hydrogen. Th... The product is ClC1=CC=C(OC2=CC=C(C=C2)N2C(O[C@H]([C@@H]2C2=CC(=CC(=C2)F)F)CO)=O)C=C1 ((4S,5R)-3-(4-(4-chlorophenoxy)phenyl)-4-(3,5-difluorophenyl)-5-(hydroxymethyl)oxazolidin-2-one). Reaction SMILES: [Cl:1][C:2]1[CH:37]=[CH:36][C:5]([O:6][C:7]2[CH:12]=[CH:11][C:10]([N:13]3[C@@H:17]([C:18]4[CH:23]=[C:22]([F:24])[CH:21]=[C:20]([F:25])[CH:19]=4)[C@H:16]([CH2:26][O:27]CC4C=CC=CC=4)[O:15][C:14]3=[O:35])=[CH:9][CH:8]=2)=[CH:4][CH:3]=1.[H][H]>C(O)C.C(OCC)(=O)C.[Pd]>[Cl:1][C:2]1[CH:37]=[CH:36][C:5]([O:6][C:7]2[CH:8]=[CH:9][C:10]([N:13]3[C@@H:17]([C:18]4[CH:23]=[C:22]([F:24])[CH:21]=[C:20]([F:25])[CH:19]=4)[C@H:16]([CH2:26][OH:27])[O:15][C:14]3=[O:35])=[CH:11][CH:12]=2)=[CH:4][CH:3]=1 |f:2.3|. Reactants: CN(C)C=O, CCN(C(C)C)C(C)C, COc1cc(-c2csc3c(C(=O)O)cnc(N)c23)ccc1NC(=O)c1cc2ccccc2n1C, NCCN(CCO)CCO, O, On1nnc2ccccc21. Product: COc1cc(-c2csc3c(C(=O)NCCN(CCO)CCO)cnc(N)c23)ccc1NC(=O)c1cc2ccccc2n1C. As a reaction SMILES: [CH3:65][N:66]([CH3:67])[CH:68]=[O:69].[CH:46]([N:47]([CH:48]([CH3:49])[CH3:50])[CH2:51][CH3:52])([CH3:53])[CH3:54].[NH2:1][c:2]1[n:3][cH:4][c:5]([C:32](=[O:33])[OH:34])[c:6]2[c:7]1[c:8](-[c:11]1[cH:12][c:13]([O:30][CH3:31])[c:14]([NH:17][C:18](=[O:19])[c:20]3[n:21]([CH3:29])[c:22]4[cH:23][cH:24][cH:25][cH:26][c:27]4[cH:28]3)[cH:15][cH:16]1)[cH:9][s:10]2.[NH2:55][CH2:56][CH2:57][N:58]([CH2:59][CH2:60][OH:61])[CH2:62][CH2:63][OH:64].[OH2:35].[OH:36][n:37]1[c:38]2[cH:39][cH:40][cH:41][cH:42][c:43]2[n:44][n:45]1>>[NH2:1][c:2]1[n:3][cH:4][c:5]([C:32](=[O:33])[NH:55][CH2:56][CH2:57][N:58]([CH2:59][CH2:60][OH:61])[CH2:62][CH2:63][OH:64])[c:6]2[c:7]1[c:8](-[c:11]1[cH:12][c:13]([O:30][CH3:31])[c:14]([NH:17][C:18](=[O:19])[c:20]3[n:21]([CH3:29])[c:22]4[cH:23][cH:24][cH:25][cH:26][c:27]4[cH:28]3)[cH:15][cH:16]1)[cH:9][s:10]2. The reactants are Brc1ccnc2[nH]ccc12, CCOCC, O=C(OO)c1cccc(Cl)c1. Product: [O-][n+]1ccc(Br)c2cc[nH]c21. Reaction SMILES: [Br:1][c:2]1[c:3]2[c:4]([n:5][cH:6][cH:7]1)[nH:8][cH:9][cH:10]2.[CH3:22][CH2:23][O:24][CH2:25][CH3:26].[Cl:11][c:12]1[cH:13][cH:14][cH:15][c:16]([C:17]([O:18][OH:20])=[O:19])[cH:21]1>>[Br:1][c:2]1[c:3]2[c:4]([n+:5]([O-:19])[cH:6][cH:7]1)[nH:8][cH:9][cH:10]2. Starting materials: [OH-].[Li+] (lithium hydroxide), C(C)OC(CC1(CC1)CCC(CC1=CC=C(C(=O)O)C=C1)\C=C\C1=C(C=CC=C1)OCC1=CC=C(C=C1)OC(F)(F)F)=O (4-[(3E)-2-{2-[1-(2-ethoxy-2-oxoethyl)cyclopropyl]ethyl}-4-(2-{[4-(trifluoromethoxy)benzyl]oxy}phenyl)-but-3-en-1-yl]benzoic acid). The solvent is C1CCOC1 (THF), O (water). Conditions: temperature 50 celsius, time 12 hour. The product is C(=O)(O)CC1(CC1)CCC(CC1=CC=C(C(=O)O)C=C1)\C=C\C1=C(C=CC=C1)OCC1=CC=C(C=C1)OC(F)(F)F (4-[(3E)-2-{2-[1-(Carboxymethyl)cyclopropyl]ethyl}-4-(2-{[4-(trifluoromethoxy)benzyl]oxy}-phenyl)but-3-en-1-yl]benzoic acid). Reaction SMILES: [OH-].[Li+].C([O:5][C:6](=[O:45])[CH2:7][C:8]1([CH2:11][CH2:12][CH:13](/[CH:24]=[CH:25]/[C:26]2[CH:31]=[CH:30][CH:29]=[CH:28][C:27]=2[O:32][CH2:33][C:34]2[CH:39]=[CH:38][C:37]([O:40][C:41]([F:44])([F:43])[F:42])=[CH:36][CH:35]=2)[CH2:14][C:15]2[CH:23]=[CH:22][C:18]([C:19]([OH:21])=[O:20])=[CH:17][CH:16]=2)[CH2:10][CH2:9]1)C>C1COCC1.O>[C:6]([CH2:7][C:8]1([CH2:11][CH2:12][CH:13](/[CH:24]=[CH:25]/[C:26]2[CH:31]=[CH:30][CH:29]=[CH:28][C:27]=2[O:32][CH2:33][C:34]2[CH:35]=[CH:36][C:37]([O:40][C:41]([F:42])([F:44])[F:43])=[CH:38][CH:39]=2)[CH2:14][C:15]2[CH:23]=[CH:22][C:18]([C:19]([OH:21])=[O:20])=[CH:17][CH:16]=2)[CH2:10][CH2:9]1)([OH:45])=[O:5] |f:0.1|. Procedure details: 4 mg (0.17 mmol) of lithium hydroxide are added to a solution of 50 mg (0.08 mmol) of 4-[(3E)-2-{2-[1-(2-ethoxy-2-oxoethyl)cyclopropyl]ethyl}-4-(2-{[4-(trifluoromethoxy)benzyl]oxy}phenyl)-but-3-en-1-yl]benzoic acid (enantiomer 1) in 2 ml of THF and 1 ml of water, and the mixture is stirred at 50° C. for 12 hours. After cooling, the THF is removed under reduced pressure, and the aqueous phase is adjusted to pH 4 using 1 M hydrochloric acid. The product precipitates out and is filtered off, washed... Reactants: C(=O)(OC(C)(C)C)N1C[C@@H](NCC1)C ((S)-4-N-Boc-2-methyl-piperazine), C(C1=CC=CC=C1)OC(=O)ON1C(CCC1=O)=O (N-(Benzyloxycarbonyl-oxy)succinimide), C(=O)(O)[O-].[Na+] (NaHCO3). Solvent: O1CCOCC1.O (dioxane water), C(C)(=O)OCC (ethyl acetate). Run at time 12 hour. The product is C(C)(C)(C)OC(=O)N1C[C@@H](N(CC1)C(=O)OCC1=CC=CC=C1)C ((S)-2-Methyl-piperazine-1,4-dicarboxylic acid 1-benzyl ester 4-tert-butyl ester). As a reaction SMILES: [C:1]([N:8]1[CH2:13][CH2:12][NH:11][C@@H:10]([CH3:14])[CH2:9]1)([O:3][C:4]([CH3:7])([CH3:6])[CH3:5])=[O:2].[CH2:15]([O:22][C:23](ON1C(=O)CCC1=O)=[O:24])[C:16]1[CH:21]=[CH:20][CH:19]=[CH:18][CH:17]=1.C([O-])(O)=O.[Na+]>O1CCOCC1.O.C(OCC)(=O)C>[C:4]([O:3][C:1]([N:8]1[CH2:13][CH2:12][N:11]([C:23]([O:22][CH2:15][C:16]2[CH:21]=[CH:20][CH:19]=[CH:18][CH:17]=2)=[O:24])[C@@H:10]([CH3:14])[CH2:9]1)=[O:2])([CH3:7])([CH3:6])[CH3:5] |f:2.3,4.5|. Procedure details: A mixture of 2.5 g (S)-4-N-Boc-2-methyl-piperazine, 3.5 g N-(Benzyloxycarbonyl-oxy)succinimide and 2.0 g NaHCO3 in 10 ml dioxane/water 1/1 was stirred for 12 h. The mixture was diluted with ethyl acetate, the phases separated and the organic phase washed with water, saturated aqueous NaHCO3, 0.1 M HCl and brine. The crude product obtained after drying over MgSO4 and evaporation of the solvents was used in the subsequent reaction. Yield: 4.3 g.